From a dataset of the Open Reaction Database (ORD), a public repository of structured organic reaction records. describe an organic reaction: reactants, conditions, products, and yield Starting materials: ClC1=C(C(=CC=C1)Cl)O (2,6-dichlorophenol), C(CC)(=O)O (propionic acid). The solvent is FC(S(=O)(=O)O)(F)F (trifluoromethanesulfonic acid). Reaction conditions: temperature 80 celsius. Product: ClC1=C(C(=CC(=C1)C(CC)=O)Cl)O (2,6-dichloro-4-propionylphenol). The yield is 65.6%. Reaction SMILES: [Cl:1][C:2]1[CH:7]=[CH:6][CH:5]=[C:4]([Cl:8])[C:3]=1[OH:9].[C:10](O)(=[O:13])[CH2:11][CH3:12]>FC(F)(F)S(O)(=O)=O>[Cl:1][C:2]1[CH:7]=[C:6]([C:10](=[O:13])[CH2:11][CH3:12])[CH:5]=[C:4]([Cl:8])[C:3]=1[OH:9]. Reported procedure: A mixture of 2,6-dichlorophenol (10.10 g, 61.96 mmol) and propionic acid (3.34 mL, 62.58 mmol) in trifluoromethanesulfonic acid (50 g) was heated to 80° C. for 24 h. The reaction was cooled to ambient temperature, poured onto ice and extracted with chloroform (3×). The combined organic layer was washed with aqueous bicarbonate and brine, dried, and concentrated to give 8.90 g (66%) of 2,6-dichloro-4-propionylphenol as a tan solid which had: mp 50-52° C.; NMR δ 7.89 (s, 2 H), 6.29 (s, 1 H), 2.91 ... Starting materials: FC1(CN(C1)C=1C(=CC(=NC1)C(=O)O)OCC(F)(F)F)F (5-(3,3-difluoroazetidin-1-yl)-4-(2,2,2-trifluoroethoxy)pyridine-2-carboxylic acid), NC(CC(=O)N)(C)C1CC1 (3-amino-3-cyclopropyl-butanamide). Product: NC(CC(C)(C1CC1)NC(=O)C1=NC=C(C(=C1)OCC(F)(F)F)N1CC(C1)(F)F)=O (N-[4-amino-2-cyclopropyl-4-oxobutan-2-yl]-5-(3,3-difluoroazetidin-1-yl)-4-(2,2,2-trifluoroethoxy)pyridine-2-carboxamide). Reaction SMILES: [F:1][C:2]1([F:21])[CH2:5][N:4]([C:6]2[C:7]([O:15][CH2:16][C:17]([F:20])([F:19])[F:18])=[CH:8][C:9]([C:12]([OH:14])=O)=[N:10][CH:11]=2)[CH2:3]1.[NH2:22][C:23]([CH:29]1[CH2:31][CH2:30]1)([CH3:28])[CH2:24][C:25]([NH2:27])=[O:26]>>[NH2:27][C:25](=[O:26])[CH2:24][C:23]([NH:22][C:12]([C:9]1[CH:8]=[C:7]([O:15][CH2:16][C:17]([F:20])([F:19])[F:18])[C:6]([N:4]2[CH2:5][C:2]([F:21])([F:1])[CH2:3]2)=[CH:11][N:10]=1)=[O:14])([CH:29]1[CH2:31][CH2:30]1)[CH3:28]. Procedure details: The title compound was synthesized in analogy to Example 112e, using 5-(3,3-difluoroazetidin-1-yl)-4-(2,2,2-trifluoroethoxy)pyridine-2-carboxylic acid (example 223b) and 3-amino-3-cyclopropyl-butanamide (example 270c) as starting materials and isolated (70 mg, 63%) as a racemate; MS (ESI, m/z): 437.3 (M+H+). Reactants: COC1=CC=C(C(=O)OCC)C=C1 (ethyl 4-methoxybenzoate), ClS(=O)(=O)O (chlorosulfonic acid). Run in C(Cl)(Cl)(Cl)Cl (CCl4). Reaction conditions: time 30 minute. Product: ClS(=O)(=O)C=1C=C(C(=O)OCC)C=CC1OC (Ethyl 3-chlorosulfonyl-4-methoxybenzoate). As a reaction SMILES: [CH3:1][O:2][C:3]1[CH:13]=[CH:12][C:6]([C:7]([O:9][CH2:10][CH3:11])=[O:8])=[CH:5][CH:4]=1.[Cl:14][S:15](O)(=[O:17])=[O:16]>C(Cl)(Cl)(Cl)Cl>[Cl:14][S:15]([C:4]1[CH:5]=[C:6]([CH:12]=[CH:13][C:3]=1[O:2][CH3:1])[C:7]([O:9][CH2:10][CH3:11])=[O:8])(=[O:17])=[O:16]. Procedure: A solution of ethyl 4-methoxybenzoate (10.25 g, 57 mmol) in CCl4 (40 ml) is cooled to −15° C. and treated dropwise with chlorosulfonic acid (10.4 ml, 156 mmol) in the course of 15 min, the temperature rising to −10° C. After addition is complete, the reaction mixture is warmed to RT with stirring in the course of 30 min and then stirred at 40-50° C. for 1.5 h. The heating is removed and the reaction mixture is stirred at RT in a gentle stream of argon for 64 h to complete the chlorination. The r... Starting materials: C(C(C)C)OC1=C(C(=O)O)C=C(C=C1)S(=O)(=O)C (2-isobutoxy-5-methanesulfonyl-benzoic acid), Cl.C(C)S(=O)(=O)C=1C=CC2=C(N=C(O2)N2CCNCC2)C1 (5-ethanesulfonyl-2-piperazin-1-yl-benzoxazole hydrochloride). The product is C(C)S(=O)(=O)C=1C=CC2=C(N=C(O2)N2CCN(CC2)C(=O)C2=C(C=CC(=C2)S(=O)(=O)C)OCC(C)C)C1 ([4-(5-Ethanesulfonyl-benzoxazol-2-yl)-piperazin-1-yl]-(2-isobutoxy-5-methanesulfonyl-phenyl)-methanone). Reaction SMILES: [CH2:1]([O:5][C:6]1[CH:14]=[CH:13][C:12]([S:15]([CH3:18])(=[O:17])=[O:16])=[CH:11][C:7]=1[C:8]([OH:10])=O)[CH:2]([CH3:4])[CH3:3].Cl.[CH2:20]([S:22]([C:25]1[CH:26]=[CH:27][C:28]2[O:32][C:31]([N:33]3[CH2:38][CH2:37][NH:36][CH2:35][CH2:34]3)=[N:30][C:29]=2[CH:39]=1)(=[O:24])=[O:23])[CH3:21]>>[CH2:20]([S:22]([C:25]1[CH:26]=[CH:27][C:28]2[O:32][C:31]([N:33]3[CH2:34][CH2:35][N:36]([C:8]([C:7]4[CH:11]=[C:12]([S:15]([CH3:18])(=[O:17])=[O:16])[CH:13]=[CH:14][C:6]=4[O:5][CH2:1][CH:2]([CH3:3])[CH3:4])=[O:10])[CH2:37][CH2:38]3)=[N:30][C:29]=2[CH:39]=1)(=[O:23])=[O:24])[CH3:21] |f:1.2|. Procedure details: Prepared in analogy to example 1.1 b) from 2-isobutoxy-5-methanesulfonyl-benzoic acid (Example 2.4) and 5-ethanesulfonyl-2-piperazin-1-yl-benzoxazole hydrochloride. The crude material was purified by chromatography (SiO2, ethyl acetate) to yield the title compound as a colorless solid. Starting materials: E2, FC=1C=C(C=C(C1OC1=CC(=CC=C1)F)F)CO ((3,5-difluoro-4-(3-fluorophenoxyl)phenyl)methanol), ClC1=NC(N2C(N(CCC2)C)=C1)=O (8-chloro-1-methyl-3,4-dihydro-1H-pyrimido[1,6-a]pyrimidin-6(2H)-one). The product is FC=1C=C(COC2=NC(N3C(N(CCC3)C)=C2)=O)C=C(C1OC1=CC(=CC=C1)F)F (8-((3,5-difluoro-4-(3-fluorophenoxy)benzyl)oxy)-1-methyl-3,4-dihydro-1H-pyrimido[1,6-a]pyrimidin-6(2H)-one). RXN SMILES: [F:1][C:2]1[CH:3]=[C:4]([CH2:17][OH:18])[CH:5]=[C:6]([F:16])[C:7]=1[O:8][C:9]1[CH:14]=[CH:13][CH:12]=[C:11]([F:15])[CH:10]=1.Cl[C:20]1[CH:30]=[C:24]2[N:25]([CH3:29])[CH2:26][CH2:27][CH2:28][N:23]2[C:22](=[O:31])[N:21]=1>>[F:1][C:2]1[CH:3]=[C:4]([CH:5]=[C:6]([F:16])[C:7]=1[O:8][C:9]1[CH:14]=[CH:13][CH:12]=[C:11]([F:15])[CH:10]=1)[CH2:17][O:18][C:20]1[CH:30]=[C:24]2[N:25]([CH3:29])[CH2:26][CH2:27][CH2:28][N:23]2[C:22](=[O:31])[N:21]=1. Procedure details: The title compound or its salt was prepared by a procedure similar to that described for E2 starting from (3,5-difluoro-4-(3-fluorophenoxyl)phenyl)methanol and 8-chloro-1-methyl-3,4-dihydro-1H-pyrimido[1,6-a]pyrimidin-6(2H)-one. Starting materials: ClC1=C(C(=CC=C1)C)N(C1=CC=C(C=C1)CC)C(CCl)=O (N-(2′-chloro-6′-methylphenyl)-N-chloroacetyl-4-ethylaniline), [Cl-].[Cl-].[Cl-].[Al+3] (aluminum trichloride). Run at temperature 100 celsius, time 4.5 hour. Product: ClC1=C(C(=CC=C1)C)N1C(CC2=CC(=CC=C12)CC)=O (N-(2′-Chloro-6′-methylphenyl)-5-ethyloxindole). RXN SMILES: [Cl:1][C:2]1[CH:7]=[CH:6][CH:5]=[C:4]([CH3:8])[C:3]=1[N:9]([C:18](=[O:21])[CH2:19]Cl)[C:10]1[CH:15]=[CH:14][C:13]([CH2:16][CH3:17])=[CH:12][CH:11]=1.[Cl-].[Cl-].[Cl-].[Al+3]>>[Cl:1][C:2]1[CH:7]=[CH:6][CH:5]=[C:4]([CH3:8])[C:3]=1[N:9]1[C:10]2[C:15](=[CH:14][C:13]([CH2:16][CH3:17])=[CH:12][CH:11]=2)[CH2:19][C:18]1=[O:21] |f:1.2.3.4|. Procedure: In a flask are mixed N-(2′-chloro-6′-methylphenyl)-N-chloroacetyl-4-ethylaniline (2.08 g) are mixed with aluminum trichloride (1.16 g) and the mixture is flushed with nitrogen. The flask is introduced into an oil bath (155-160° C.) and the mixture is stirred under a stream of nitrogen for 4.5 hours. The mixture is slightly cooled to about 100° C., treated with toluene (30 ml) and 1N HCl (20 ml) and stirred for 30 minutes while the temperature decreases gradually. After phase separation, the orga... Reactants: O=C1COc2ccc(Br)cc2N1, CCO, CC1(C)OB(c2cnc(Cl)c(NS(=O)(=O)c3ccc(F)cc3)c2)OC1(C)C, [Na+], [Na+], O=C([O-])[O-], O, c1ccc(P(c2ccccc2)(c2ccccc2)[Pd](P(c2ccccc2)(c2ccccc2)c2ccccc2)(P(c2ccccc2)(c2ccccc2)c2ccccc2)P(c2ccccc2)(c2ccccc2)c2ccccc2)cc1. Yields the product O=C1COc2ccc(-c3cnc(Cl)c(NS(=O)(=O)c4ccc(F)cc4)c3)cc2N1. Reaction SMILES: [Br:28][c:29]1[cH:30][c:31]2[c:32]([cH:38][cH:39]1)[O:33][CH2:34][C:35](=[O:37])[NH:36]2.[CH3:46][CH2:47][OH:48].[Cl:1][c:2]1[n:3][cH:4][c:5]([B:19]2[O:20][C:21]([CH3:22])([CH3:23])[C:24]([CH3:25])([CH3:26])[O:27]2)[cH:6][c:7]1[NH:8][S:9](=[O:10])(=[O:11])[c:12]1[cH:13][cH:14][c:15]([F:18])[cH:16][cH:17]1.[Na+:40].[Na+:41].[O-:42][C:43](=[O:44])[O-:45].[OH2:126].[cH:49]1[cH:50][cH:51][c:52]([P:53]([Pd:54]([P:55]([c:56]2[cH:57][cH:58][cH:59][cH:60][cH:61]2)([c:62]2[cH:63][cH:64][cH:65][cH:66][cH:67]2)[c:68]2[cH:69][cH:70][cH:71][cH:72][cH:73]2)([P:74]([c:75]2[cH:76][cH:77][cH:78][cH:79][cH:80]2)([c:81]2[cH:82][cH:83][cH:84][cH:85][cH:86]2)[c:87]2[cH:88][cH:89][cH:90][cH:91][cH:92]2)[P:93]([c:94]2[cH:95][cH:96][cH:97][cH:98][cH:99]2)([c:100]2[cH:101][cH:102][cH:103][cH:104][cH:105]2)[c:106]2[cH:107][cH:108][cH:109][cH:110][cH:111]2)([c:112]2[cH:113][cH:114][cH:115][cH:116][cH:117]2)[c:118]2[cH:119][cH:120][cH:121][cH:122][cH:123]2)[cH:124][cH:125]1>>[Cl:1][c:2]1[n:3][cH:4][c:5](-[c:29]2[cH:30][c:31]3[c:32]([cH:38][cH:39]2)[O:33][CH2:34][C:35](=[O:37])[NH:36]3)[cH:6][c:7]1[NH:8][S:9](=[O:10])(=[O:11])[c:12]1[cH:13][cH:14][c:15]([F:18])[cH:16][cH:17]1. Yields the product Cn1c(N2CCN(CCCNc3ccc([N+](=O)[O-])cc3)CC2)cc(=O)n(C)c1=O. Starting materials: Cn1c(N2CCN(CCCN)CC2)cc(=O)n(C)c1=O, CS(C)=O, O=[N+]([O-])c1ccc(F)cc1. As a reaction SMILES: [CH3:1][n:2]1[c:3](=[O:20])[n:4]([CH3:19])[c:5](=[O:18])[cH:6][c:7]1[N:8]1[CH2:9][CH2:10][N:11]([CH2:14][CH2:15][CH2:16][NH2:17])[CH2:12][CH2:13]1.[CH3:31][S:32](=[O:33])[CH3:34].[N+:21](=[O:22])([O-:23])[c:24]1[cH:25][cH:26][c:27]([F:30])[cH:28][cH:29]1>>[CH3:1][n:2]1[c:3](=[O:20])[n:4]([CH3:19])[c:5](=[O:18])[cH:6][c:7]1[N:8]1[CH2:9][CH2:10][N:11]([CH2:14][CH2:15][CH2:16][NH:17][c:27]2[cH:26][cH:25][c:24]([N+:21](=[O:22])[O-:23])[cH:29][cH:28]2)[CH2:12][CH2:13]1. The product is CC1(OC(C(C(O1)=O)=C(C)C)=O)C (2,2-Dimethyl-5-(propan-2-ylidene)-1,3-dioxane-4,6-dione). The reactants are CC1(OC(CC(O1)=O)=O)C (2,2-dimethyl-1,3-dioxane-4,6-dione), C(CCC)OC1=C(C=CC(=C1)COC=1C=C(C=CC1)[C@H](CC(=O)O)C)C1=C(C=CC(=C1)OC)F ((3S)-3-(3-(((2-(butyloxy)-2′-fluoro-5′-(methyloxy)-1,1′-biphenyl-4-yl)methyl)oxy)phenyl)butanoic acid). Reported procedure: The 2,2-dimethyl-5-(propan-2-ylidene)-1,3-dioxane-4,6-dione (85.B) was prepared from 2,2-dimethyl-1,3-dioxane-4,6-dione 85.A (commercially available from Aldrich) via the same procedure described in Vogt, P. F.; et. al.; Synthetic Communications; 2001, (5); pp. 679-684. Reaction SMILES: [CH3:1][C:2]1([CH3:10])[O:7][C:6](=[O:8])[CH2:5][C:4](=[O:9])[O:3]1.[CH2:11](OC1C=C(COC2C=C([C@@H](C)CC(O)=O)C=CC=2)C=CC=1C1C=C(OC)C=CC=1F)[CH2:12][CH2:13]C>>[CH3:1][C:2]1([CH3:10])[O:7][C:6](=[O:8])[C:5](=[C:12]([CH3:13])[CH3:11])[C:4](=[O:9])[O:3]1. Starting materials: BrC1=CC(=CO1)C(=O)O (5-bromofuran-3-carboxylic acid), FC=1C=C(C=CC1)S (m-fluorothiophenol), cuprous oxide. The solvent is CN(C=O)C (dimethylformamide), CN(C=O)C (dimethylformamide). The product is FC=1C=C(C=CC1)SC1=CC(=CO1)C(=O)O (5-(3-Fluorophenylthio)furan-3-carboxylic Acid). RXN SMILES: [F:1][C:2]1[CH:3]=[C:4]([SH:8])[CH:5]=[CH:6][CH:7]=1.Br[C:10]1[O:14][CH:13]=[C:12]([C:15]([OH:17])=[O:16])[CH:11]=1>CN(C)C=O>[F:1][C:2]1[CH:3]=[C:4]([S:8][C:10]2[O:14][CH:13]=[C:12]([C:15]([OH:17])=[O:16])[CH:11]=2)[CH:5]=[CH:6][CH:7]=1. Procedure details: By the procedure of Example 13, m-fluorothiophenol (3.0 g., 23.4 mmoles) was reacted with cuprous oxide (1.67 g., 11.7 mmoles) in 30 ml. of dimethylformamide and then reacted further with 5-bromofuran-3-carboxylic acid in 30 ml. of dimethylformamide. Isolation of crude solids (920 mg.) was according to Example 9. Recrystallization from methanol/water, which included decolorization with activated carbon, gave purified 5-(3-fluorophenylthio)furan-3-carboxylic acid (500 mg., m.p. 101°-103° C., m/e ...